Dataset: the Open Reaction Database (ORD), a public repository of structured organic reaction records. Task: describe an organic reaction: reactants, conditions, products, and yield Reaction SMILES: [CH3:1][O:2][C:3]1[CH:8]=[CH:7][CH:6]=[CH:5][C:4]=1[N:9]1[CH2:14][CH2:13][NH:12][CH2:11][CH2:10]1.[CH3:15][O:16][C:17]1[CH:18]=[C:19]([C:23]2[C:24]([CH:29]=O)=[CH:25][CH:26]=[CH:27][CH:28]=2)[CH:20]=[CH:21][CH:22]=1.[BH-](OC(C)=O)(OC(C)=O)OC(C)=O.[Na+].C1(C2C=CC=CC=2)C=CC=CC=1CN1CCN(C2C=CC=CC=2)CC1>>[CH3:15][O:16][C:17]1[CH:18]=[C:19]([C:23]2[CH:28]=[CH:27][CH:26]=[CH:25][C:24]=2[CH2:29][N:12]2[CH2:13][CH2:14][N:9]([C:4]3[CH:5]=[CH:6][CH:7]=[CH:8][C:3]=3[O:2][CH3:1])[CH2:10][CH2:11]2)[CH:20]=[CH:21][CH:22]=1 |f:2.3|. Yields the product COC=1C=C(C=CC1)C1=C(C=CC=C1)CN1CCN(CC1)C1=C(C=CC=C1)OC (1-(3′-methoxybiphenyl-2-yl methyl)-4-(2-methoxyphenyl)piperazine). Reactants: COC1=C(C=CC=C1)N1CCNCC1 (1-(2-methoxyphenyl)piperazine), C1(=C(C=CC=C1)CN1CCN(CC1)C1=CC=CC=C1)C1=CC=CC=C1 (1-(biphenyl-2-ylmethyl)-4-phenylpiperazine), COC=1C=C(C=CC1)C=1C(=CC=CC1)C=O (3′-methoxybiphenyl-2-carbaldehyde), [BH-](OC(=O)C)(OC(=O)C)OC(=O)C.[Na+] (NaBH(OAc)3). Reported procedure: 176 mg of the target compound (0.45 mmol, 96.4%) was obtained using 1-(2-methoxyphenyl)piperazine (181 mg, 0.94 mmol), 3′-methoxybiphenyl-2-carbaldehyde (100 mg, 0.47 mmol) and NaBH(OAc)3 (303 mg, 1.41 mmol) according to the synthesis method of Compound 1. The reactants are F[C@@H]1CN(CC1)C(CNC(OC(C)(C)C)=O)=O ((S)-tert-Butyl 2-(3-fluoropyrrolidin-1-yl)-2-oxoethylcarbamate), Cl.O1CCOCC1 (HCl 1,4-dioxane). Conditions: time 4 hour. Product: Cl.NCC(=O)N1C[C@H](CC1)F ((S)-2-Amino-1-(3-fluoropyrrolidin-1-yl)ethanone hydrochloride). The yield is 46.0%. As a reaction SMILES: [F:1][C@H:2]1[CH2:6][CH2:5][N:4]([C:7](=[O:17])[CH2:8][NH:9]C(=O)OC(C)(C)C)[CH2:3]1.[ClH:18].O1CCOCC1>>[ClH:18].[NH2:9][CH2:8][C:7]([N:4]1[CH2:5][CH2:6][C@H:2]([F:1])[CH2:3]1)=[O:17] |f:1.2,3.4|. Procedure: Compound 20a (98.1 mg) was dissolved in 4N HCl-1,4-dioxane solution, and the solution was stirred at room temperature for 4 hours, to thereby yield compound 20b (33.5 mg, yield: 46%). Starting materials: N#Cc1cc(C(=O)CCC(=O)O)ccc1N1CCOCC1, C=O, CCOC(C)=O, Cl, [Na+], [OH-]. The product is N#Cc1cc(C(=O)C2CCC(=O)O2)ccc1N1CCOCC1. Reaction SMILES: [C:1](#[N:2])[c:3]1[cH:4][c:5]([C:6](=[O:7])[CH2:8][CH2:9][C:10]([OH:11])=[O:12])[cH:13][cH:14][c:15]1[N:16]1[CH2:17][CH2:18][O:19][CH2:20][CH2:21]1.[CH2:22]=[O:23].[CH3:27][CH2:28][O:29][C:30](=[O:31])[CH3:32].[ClH:26].[Na+:25].[OH-:24]>>[C:1](#[N:2])[c:3]1[cH:4][c:5]([C:6](=[O:7])[CH:8]2[CH2:9][CH2:10][C:22](=[O:23])[O:24]2)[cH:13][cH:14][c:15]1[N:16]1[CH2:17][CH2:18][O:19][CH2:20][CH2:21]1. Reaction SMILES: [C:1]1([CH:7]([O:9][C:10](=[O:25])[NH:11][C:12]2[C:13]([CH3:24])=[N:14][O:15][C:16]=2[C:17]2[CH:22]=[CH:21][C:20](Br)=[CH:19][CH:18]=2)[CH3:8])[CH:6]=[CH:5][CH:4]=[CH:3][CH:2]=1.[CH2:26]([O:28][C:29](=[O:46])[CH2:30][C:31]1[CH:36]=[CH:35][C:34](B2OC(C)(C)C(C)(C)O2)=[CH:33][CH:32]=1)[CH3:27]>>[CH2:26]([O:28][C:29](=[O:46])[CH2:30][C:31]1[CH:36]=[CH:35][C:34]([C:20]2[CH:21]=[CH:22][C:17]([C:16]3[O:15][N:14]=[C:13]([CH3:24])[C:12]=3[NH:11][C:10]([O:9][CH:7]([C:1]3[CH:6]=[CH:5][CH:4]=[CH:3][CH:2]=3)[CH3:8])=[O:25])=[CH:18][CH:19]=2)=[CH:33][CH:32]=1)[CH3:27]. The product is C(C)OC(CC1=CC=C(C=C1)C1=CC=C(C=C1)C1=C(C(=NO1)C)NC(=O)OC(C)C1=CC=CC=C1)=O ({4′-[3-methyl-4-(1-phenyl-ethoxycarbonylamino)-isoxazol-5-yl]-biphenyl-4-yl}-acetic acid ethyl ester). Reactants: C1(=CC=CC=C1)C(C)OC(NC=1C(=NOC1C1=CC=C(C=C1)Br)C)=O ([5-(4-bromo-phenyl)-3-methyl-isoxazol-4-yl]-carbamic acid 1-phenyl-ethyl ester), C(C)OC(CC1=CC=C(C=C1)B1OC(C(O1)(C)C)(C)C)=O ([4-(4,4,5,5-tetramethyl-[1,3,2]dioxaborolan-2-yl)-phenyl]-acetic acid ethyl ester). Procedure: Following the procedure described in Example 36, Step 6, [5-(4-bromo-phenyl)-3-methyl-isoxazol-4-yl]-carbamic acid 1-phenyl-ethyl ester and [4-(4,4,5,5-tetramethyl-[1,3,2]dioxaborolan-2-yl)-phenyl]-acetic acid ethyl ester were reacted to provide {4′-[3-methyl-4-(1-phenyl-ethoxycarbonylamino)-isoxazol-5-yl]-biphenyl-4-yl}-acetic acid ethyl ester, which was hydrolyzed to the acid as described in Example 34, Step 2. The reactants are CCCCc1cc(=O)[nH]c(-c2cccc(F)c2)n1, O=P(Cl)(Cl)Cl. Yields the product CCCCc1cc(Cl)nc(-c2cccc(F)c2)n1. Reaction SMILES: [CH2:1]([CH2:2][CH2:3][CH3:4])[c:5]1[cH:6][c:7](=[O:18])[nH:8][c:9](-[c:11]2[cH:12][c:13]([F:17])[cH:14][cH:15][cH:16]2)[n:10]1.[P:19]([Cl:20])([Cl:21])([Cl:22])=[O:23]>>[CH2:1]([CH2:2][CH2:3][CH3:4])[c:5]1[cH:6][c:7]([Cl:21])[n:8][c:9](-[c:11]2[cH:12][c:13]([F:17])[cH:14][cH:15][cH:16]2)[n:10]1. The reactants are CC(C)(C)[Si](C)(C)OC1CCC(n2cc(B(O)O)cn2)CC1, O=C([O-])[O-], C1COCCO1, CC(C)(C)OC(=O)N(C(=O)OC(C)(C)C)c1ncc(I)c2ccoc12, [K+], [K+], O. The product is CC(C)(C)OC(=O)N(C(=O)OC(C)(C)C)c1ncc(-c2cnn(C3CCC(O[Si](C)(C)C(C)(C)C)CC3)c2)c2ccoc12. Reaction SMILES: [C:26]([CH3:27])([CH3:28])([CH3:29])[Si:30]([O:31][CH:32]1[CH2:33][CH2:34][CH:35]([n:38]2[n:39][cH:40][c:41]([B:43]([OH:44])[OH:45])[cH:42]2)[CH2:36][CH2:37]1)([CH3:46])[CH3:47].[C:48](=[O:49])([O-:50])[O-:51].[CH2:54]1[O:55][CH2:56][CH2:57][O:58][CH2:59]1.[I:1][c:2]1[c:3]2[c:4]([c:5]([N:8]([C:9](=[O:10])[O:11][C:12]([CH3:13])([CH3:14])[CH3:15])[C:16](=[O:17])[O:18][C:19]([CH3:20])([CH3:21])[CH3:22])[n:6][cH:7]1)[o:23][cH:24][cH:25]2.[K+:52].[K+:53].[OH2:60]>>[c:2]1(-[c:41]2[cH:40][n:39][n:38]([CH:35]3[CH2:34][CH2:33][CH:32]([O:31][Si:30]([C:26]([CH3:27])([CH3:28])[CH3:29])([CH3:46])[CH3:47])[CH2:37][CH2:36]3)[cH:42]2)[c:3]2[c:4]([c:5]([N:8]([C:9](=[O:10])[O:11][C:12]([CH3:13])([CH3:14])[CH3:15])[C:16](=[O:17])[O:18][C:19]([CH3:20])([CH3:21])[CH3:22])[n:6][cH:7]1)[o:23][cH:24][cH:25]2. Starting materials: CC(C)(C)OC(=O)N1CCC(OS(C)(=O)=O)C1, CCOC(C)=O, CS(C)=O, N#C[Na], O. The product is CC(C)(C)OC(=O)N1CCC(C#N)C1. Reaction SMILES: [C:1]([CH3:2])([CH3:3])([CH3:4])[O:5][C:6](=[O:7])[N:8]1[CH2:9][CH:10]([O:13][S:14]([CH3:15])(=[O:16])=[O:17])[CH2:11][CH2:12]1.[CH3:21][CH2:22][O:23][C:24](=[O:25])[CH3:26].[CH3:28][S:29](=[O:30])[CH3:31].[Na:18][C:19]#[N:20].[OH2:27]>>[C:1]([CH3:2])([CH3:3])([CH3:4])[O:5][C:6](=[O:7])[N:8]1[CH2:9][CH:10]([C:19]#[N:20])[CH2:11][CH2:12]1. Reactants: C1CCOC1, [Li]CCCC, CCC(=O)C(C)C(=O)OC, [H-], [K+], [Na+], O=S(=O)([O-])O, COC(=O)c1cc2ccccc2o1. The product is COC(=O)C(C)C(=O)C(C)C(=O)c1cc2ccccc2o1. RXN SMILES: [CH2:37]1[O:38][CH2:39][CH2:40][CH2:41]1.[CH3:13][CH2:14][CH2:15][CH2:16][Li:17].[CH3:3][CH:4]([C:5](=[O:6])[O:7][CH3:8])[C:9]([CH2:10][CH3:11])=[O:12].[H-:2].[K+:36].[Na+:1].[S:31](=[O:32])(=[O:33])([OH:34])[O-:35].[o:18]1[c:19]([C:27]([O:29][CH3:28])=[O:30])[cH:20][c:21]2[c:22]1[cH:23][cH:24][cH:25][cH:26]2>>[CH3:3][CH:4]([C:5](=[O:6])[O:7][CH3:8])[C:9]([CH:10]([CH3:11])[C:27]([c:19]1[o:18][c:22]2[c:21]([cH:20]1)[cH:26][cH:25][cH:24][cH:23]2)=[O:29])=[O:12]. The reactants are BrCc1ccc(Br)cc1, COC(=O)CC(=O)OC, [H-], [Na+], CN(C)C=O. Yields the product COC(=O)C(Cc1ccc(Br)cc1)C(=O)OC. Reaction SMILES: [Br:10][c:11]1[cH:12][cH:13][c:14]([CH2:15][Br:16])[cH:17][cH:18]1.[C:1]([CH2:2][C:3](=[O:4])[O:5][CH3:6])(=[O:7])[O:8][CH3:9].[H-:20].[Na+:19].[O:21]=[CH:22][N:23]([CH3:24])[CH3:25]>>[C:1]([CH:2]([C:3](=[O:4])[O:5][CH3:6])[CH2:15][c:14]1[cH:13][cH:12][c:11]([Br:10])[cH:18][cH:17]1)(=[O:7])[O:8][CH3:9]. Starting materials: CC=1C=C(C(=O)O)C=CC1N1C(COCC1)=O (3-methyl-4-(morpholin-3-on-4-yl)-benzoic acid), ClC1=CC2=C(NC(=N2)C(C=2C=NC=CC2)N)C=C1 (1-(5-chloro-1H-benzimidazol-2-yl)-1-(pyridin-3-yl)-methylamine), CN(C)C(=[N+](C)C)ON1C2=C(C=CC=C2)N=N1.[B-](F)(F)(F)F (TBTU), CCN(C(C)C)C(C)C (DIPEA). Solvent: C1CCOC1 (THF). Product: ClC1=CC2=C(NC(=N2)C(C=2C=NC=CC2)NC(C2=CC(=C(C=C2)N2C(COCC2)=O)C)=O)C=C1 (N-[1-(5-chloro-1H-benzimidazol-2-yl)-1-(pyridin-3-yl)-methyl]-3-methyl-4-(morpholin-3-on-4-yl)-benzamide). RXN SMILES: [CH3:1][C:2]1[CH:3]=[C:4]([CH:8]=[CH:9][C:10]=1[N:11]1[CH2:16][CH2:15][O:14][CH2:13][C:12]1=[O:17])[C:5]([OH:7])=O.[Cl:18][C:19]1[CH:35]=[CH:34][C:22]2[NH:23][C:24]([CH:26]([NH2:33])[C:27]3[CH:28]=[N:29][CH:30]=[CH:31][CH:32]=3)=[N:25][C:21]=2[CH:20]=1.CN(C(ON1N=NC2C=CC=CC1=2)=[N+](C)C)C.[B-](F)(F)(F)F.CCN(C(C)C)C(C)C>C1COCC1>[Cl:18][C:19]1[CH:35]=[CH:34][C:22]2[NH:23][C:24]([CH:26]([NH:33][C:5](=[O:7])[C:4]3[CH:8]=[CH:9][C:10]([N:11]4[CH2:16][CH2:15][O:14][CH2:13][C:12]4=[O:17])=[C:2]([CH3:1])[CH:3]=3)[C:27]3[CH:28]=[N:29][CH:30]=[CH:31][CH:32]=3)=[N:25][C:21]=2[CH:20]=1 |f:2.3|. Reported procedure: Prepared analogously to Example 1f from 3-methyl-4-(morpholin-3-on-4-yl)-benzoic acid and 1-(5-chloro-1H-benzimidazol-2-yl)-1-(pyridin-3-yl)-methylamine with TBTU and DIPEA in THF.